Dataset: the Open Reaction Database (ORD), a public repository of structured organic reaction records. Task: describe an organic reaction: reactants, conditions, products, and yield The reactants are [I-].BrC=1C=C2C=C(N(C2=CC1)CC1=CC(=CC=C1)C#N)C(=O)NCC1=CC=C(C=C1)[N+](C)(C)C ([4-({[5-bromo-1-(3-cyano-benzyl)-1H-indole-2-carbonyl]-amino}-methyl)-phenyl]-trimethyl-ammonium iodide), Cl (hydrogen chloride), N (ammonia), C(C)O (ethanol). The product is C(C)(=O)O.C(C)(=O)[O-].C(N)(=N)C=1C=C(CN2C(=CC3=CC(=CC=C23)Br)C(=O)NCC2=CC=C(C=C2)[N+](C)(C)C)C=CC1 ([4-({[1-(3-Amidino-benzyl)-5-bromo-1H-indole-2-carbonyl]-amino}-methyl)-phenyl]-trimethyl-ammonium acetate acetic acid salt). Reported procedure: This compound was prepared from [4-({[5-bromo-1-(3-cyano-benzyl)-1H-indole-2-carbonyl]-amino}-methyl)-phenyl]-trimethyl-ammonium iodide (200 mg, 0.32 mmol), ethanol, hydrogen chloride, and liquid ammonia analogously to example 19/3. Purification by reversed phase chromatography on RP18 material with water/ethanol/trifluoroacetic acid 1:1:0.1 gave 199 mg of the desired product as trifluoroacetic acid salt. This compound was converted into the acetic acid salt by ion exchange chromatography analog... Reaction SMILES: [I-].[Br:2][C:3]1[CH:4]=[C:5]2[C:9](=[CH:10][CH:11]=1)[N:8]([CH2:12][C:13]1[CH:18]=[CH:17][CH:16]=[C:15]([C:19]#[N:20])[CH:14]=1)[C:7]([C:21]([NH:23][CH2:24][C:25]1[CH:30]=[CH:29][C:28]([N+:31]([CH3:34])([CH3:33])[CH3:32])=[CH:27][CH:26]=1)=[O:22])=[CH:6]2.Cl.[NH3:36].[CH2:37]([OH:39])[CH3:38]>>[C:21]([OH:22])(=[O:39])[CH3:7].[C:37]([O-:22])(=[O:39])[CH3:38].[C:19]([C:15]1[CH:14]=[C:13]([CH:18]=[CH:17][CH:16]=1)[CH2:12][N:8]1[C:9]2[C:5](=[CH:4][C:3]([Br:2])=[CH:11][CH:10]=2)[CH:6]=[C:7]1[C:21]([NH:23][CH2:24][C:25]1[CH:26]=[CH:27][C:28]([N+:31]([CH3:34])([CH3:33])[CH3:32])=[CH:29][CH:30]=1)=[O:22])(=[NH:36])[NH2:20] |f:0.1,5.6.7|. The reactants are C(C)(C)(C)OC(=O)N[C@@H](C(=O)OC)CC(=O)N1CCC(CC1)=C1C2=C(C=CC3=C1C=CC=C3)C=CC=C2 (methyl (R)-2-[(t-butoxycarbonyl)amino]-4-[4-(5H-dibenzo[a,d][7]annulen-5-ylidene)-1-piperidinyl]-4-oxobutanoate). Reagents/catalysts: [C].[Pd] (palladium carbon). Solvent: C(C)O (ethanol), [H][H] (hydrogen). Product: C1=CC=CC=2C(C3=C(CCC21)C=CC=C3)=C3CCN(CC3)C(C[C@H](CO)NC(C(C)(C)C)=O)=O ((R)—N-[3-[4-(10,11-dihydro-5H-dibenzo[a,d][7]annulen-5-ylidene)-1-piperidinyl]-1-(hydroxymethyl)-3-oxopropyl]-2,2-dimethylpropanamide). As a reaction SMILES: C([O:5][C:6]([NH:8][C@H:9]([CH2:14][C:15]([N:17]1[CH2:22][CH2:21][C:20](=[C:23]2[C:29]3[CH:30]=CC=C[C:28]=3[CH:27]=[CH:26][C:25]3[CH:34]=[CH:35][CH:36]=[CH:37][C:24]2=3)[CH2:19][CH2:18]1)=[O:16])[C:10](OC)=[O:11])=O)(C)(C)C>C(O)C.[H][H].[C].[Pd]>[CH:10]1[C:28]2[CH2:27][CH2:26][C:25]3[CH:34]=[CH:35][CH:36]=[CH:37][C:24]=3[C:23](=[C:20]3[CH2:19][CH2:18][N:17]([C:15](=[O:16])[CH2:14][C@@H:9]([NH:8][C:6](=[O:5])[C:20]([CH3:23])([CH3:21])[CH3:19])[CH2:10][OH:11])[CH2:22][CH2:21]3)[C:29]=2[CH:30]=[CH:14][CH:9]=1 |f:3.4|. Procedure: 745 mg (1.48 mmol) of methyl (R)-2-[(t-butoxycarbonyl)amino]-4-[4-(5H-dibenzo[a,d][7]annulen-5-ylidene)-1-piperidinyl]-4-oxobutanoate was dissolved in 70 ml of ethanol. 1.49 g of palladium carbon (10% w/v) was added to the obtained solution, and they were stirred at room temperature in hydrogen gas atmosphere under 4.4 atm. for 3.5 hours. The catalyst was filtered out, and the filtrate was concentrated under reduced pressure. The intended product was obtained from the resultant residue in the sa...